Dataset: the Open Reaction Database (ORD), a public repository of structured organic reaction records. Task: describe an organic reaction: reactants, conditions, products, and yield The reactants are O (water), C(CCC)Br (Butyl bromide), BrC=1C=CC2=C(C(=C(C(O2)=O)C2=CC=CC=C2)O)C1 (6-bromo-4-hydroxy-3-phenyl-2H-1-benzopyran-2-one). The solvent is CN(C=O)C (dimethylformamide), C([O-])([O-])=O.[K+].[K+] (potassium carbonate). Run at time 48 hour. Product: BrC=1C=CC2=C(C(=C(C(O2)=O)C2=CC=CC=C2)OCCCC)C1 (6-bromo-4-butoxy-3-phenyl-2H-1-benzopyran-2-one), compound 29. Reaction SMILES: [CH2:1](Br)[CH2:2][CH2:3][CH3:4].[Br:6][C:7]1[CH:8]=[CH:9][C:10]2[O:15][C:14](=[O:16])[C:13]([C:17]3[CH:22]=[CH:21][CH:20]=[CH:19][CH:18]=3)=[C:12]([OH:23])[C:11]=2[CH:24]=1.O>CN(C)C=O.C(=O)([O-])[O-].[K+].[K+]>[Br:6][C:7]1[CH:8]=[CH:9][C:10]2[O:15][C:14](=[O:16])[C:13]([C:17]3[CH:22]=[CH:21][CH:20]=[CH:19][CH:18]=3)=[C:12]([O:23][CH2:1][CH2:2][CH2:3][CH3:4])[C:11]=2[CH:24]=1 |f:4.5.6|. Reported procedure: Butyl bromide (0.05 ml) was added with stirring to a mixture of a solution of 6-bromo-4-hydroxy-3-phenyl-2H-1-benzopyran-2-one (80 mg) (Synthesis 1993, 99), in dry dimethylformamide (0.5 ml) and potassium carbonate (70 mg). The mixture was stirred for 48 hours and water (5 ml) was added. The mixture was extracted with diethyl ether and the extract washed with water, dried and evaporated under reduced pressure. The residue was washed with water and dried to give 6-bromo-4-butoxy-3-phenyl-2H-1-ben... Starting materials: CN(C)C=O, [H-], NS(N)(=O)=O, [Na+], CC(NC(=O)NCCCCC1CCSS1)C(=O)O. Product: CC(NC(=O)NCCCCC1CCSS1)C(=O)NS(N)(=O)=O. RXN SMILES: [CH3:26][N:27]([CH3:28])[CH:29]=[O:30].[H-:24].[NH2:19][S:20]([NH2:21])(=[O:22])=[O:23].[Na+:25].[S:1]1[S:2][CH:3]([CH2:6][CH2:7][CH2:8][CH2:9][NH:10][C:11]([NH:12][CH:13]([C:14](=[O:15])[OH:16])[CH3:17])=[O:18])[CH2:4][CH2:5]1>>[S:1]1[S:2][CH:3]([CH2:6][CH2:7][CH2:8][CH2:9][NH:10][C:11]([NH:12][CH:13]([C:14](=[O:15])[NH:19][S:20]([NH2:21])(=[O:22])=[O:23])[CH3:17])=[O:18])[CH2:4][CH2:5]1. Starting materials: CN(C)c1ccncc1, COc1cc2nccc(Cl)c2cc1OC, Clc1ccccc1Cl, CCOC(=O)c1cc(-c2ccc(F)cc2F)ccc1O. The product is CCOC(=O)c1cc(-c2ccc(F)cc2F)ccc1Oc1ccnc2cc(OC)c(OC)cc12. Reaction SMILES: [CH3:36][N:37]([CH3:38])[c:39]1[cH:40][cH:41][n:42][cH:43][cH:44]1.[Cl:21][c:22]1[cH:23][cH:24][n:25][c:26]2[cH:27][c:28]([O:34][CH3:35])[c:29]([O:32][CH3:33])[cH:30][c:31]12.[Cl:45][c:46]1[cH:47][cH:48][cH:49][cH:50][c:51]1[Cl:52].[F:1][c:2]1[c:3](-[c:9]2[cH:10][cH:11][c:12]([OH:20])[c:13]([C:14](=[O:15])[O:16][CH2:17][CH3:18])[cH:19]2)[cH:4][cH:5][c:6]([F:8])[cH:7]1>>[F:1][c:2]1[c:3](-[c:9]2[cH:10][cH:11][c:12]([O:20][c:22]3[cH:23][cH:24][n:25][c:26]4[cH:27][c:28]([O:34][CH3:35])[c:29]([O:32][CH3:33])[cH:30][c:31]34)[c:13]([C:14](=[O:15])[O:16][CH2:17][CH3:18])[cH:19]2)[cH:4][cH:5][c:6]([F:8])[cH:7]1. The reactants are OC1=C(C=C(C=C1)/C=C/CN1CCC(CC1)C1=CC=C(C=C1)OC1=CC=CC=C1)OC ((E)-1-[3-(4-hydroxy-3-methoxyphenyl)-2-propenyl]-4-(4-phenoxyphenyl)piperidine), COC1=C(C=CCBr)C=CC(=C1OC)OC ((2,3,4-trimethoxy)cinnamyl bromide). The product is O(C1=CC=CC=C1)C1=CC=C(C=C1)C1CCN(CC1)CC=CC1=C(C(=C(C=C1)OC)OC)OC (4-(4-phenoxyphenyl)-1-[3-(2,3,4-trimethoxyphenyl)-2-propenyl]piperidine). RXN SMILES: OC1C=CC(/C=C/C[N:11]2[CH2:16][CH2:15][CH:14]([C:17]3[CH:22]=[CH:21][C:20]([O:23][C:24]4[CH:29]=[CH:28][CH:27]=[CH:26][CH:25]=4)=[CH:19][CH:18]=3)[CH2:13][CH2:12]2)=CC=1OC.[CH3:32][O:33][C:34]1[C:43]([O:44][CH3:45])=[C:42]([O:46][CH3:47])[CH:41]=[CH:40][C:35]=1[CH:36]=[CH:37][CH2:38]Br>>[O:23]([C:20]1[CH:21]=[CH:22][C:17]([CH:14]2[CH2:15][CH2:16][N:11]([CH2:38][CH:37]=[CH:36][C:35]3[CH:40]=[CH:41][C:42]([O:46][CH3:47])=[C:43]([O:44][CH3:45])[C:34]=3[O:33][CH3:32])[CH2:12][CH2:13]2)=[CH:18][CH:19]=1)[C:24]1[CH:25]=[CH:26][CH:27]=[CH:28][CH:29]=1. Procedure details: The same procedure was followed as in Example 11 using the compound (9) synthesized in Example 2 and (2,3,4-trimethoxy)cinnamyl bromide to produce the above. The reactants are [Br-], O=C1CCC2(CC1)OCCO2, C1CCOC1, c1ccc([P+](c2ccccc2)(c2ccccc2)C2CC2)cc1. Product: C1COC2(CCC(=C3CC3)CC2)O1. Reaction SMILES: [Br-:1].[CH2:24]1[CH2:25][O:26][C:27]2([CH2:28][CH2:29][C:30](=[O:33])[CH2:31][CH2:32]2)[O:34]1.[CH2:35]1[O:36][CH2:37][CH2:38][CH2:39]1.[CH:2]1([P+:5]([c:6]2[cH:7][cH:8][cH:9][cH:10][cH:11]2)([c:12]2[cH:13][cH:14][cH:15][cH:16][cH:17]2)[c:18]2[cH:19][cH:20][cH:21][cH:22][cH:23]2)[CH2:3][CH2:4]1>>[C:2]1(=[C:30]2[CH2:29][CH2:28][C:27]3([O:26][CH2:25][CH2:24][O:34]3)[CH2:32][CH2:31]2)[CH2:3][CH2:4]1. Reactants: 1-(4-ethynylphenyl)-4-n-propyl-2-yn-thioamide, C(#C)C1=CC=C(C=C1)C12OCC(CO1)(CO2)CCC (1-(4-ethynylphenyl)-4-n-propyl-2,6,7-trioxabicyclo[2,2,2]octane), CN=C=S (methylisothiocyanate), N-Methyl-3-[4-(4-n-propyl-2,6,7-trioxabicyclo[2,2,]oct-1-yl)phenyl]-prop-2-ynamide. Product: CNC(C#CC1=CC=C(C=C1)C12OCC(CO1)(CO2)CCC)=S (N-Methyl-3-[4-(4-n-propyl-2,6,7-trioxabicyclo[2,2,2]oct-1-yl)phenyl]-prop-2-yn-thioamide). As a reaction SMILES: [C:1]([C:3]1[CH:8]=[CH:7][C:6]([C:9]23[O:16][CH2:15][C:12]([CH2:17][CH2:18][CH3:19])([CH2:13][O:14]2)[CH2:11][O:10]3)=[CH:5][CH:4]=1)#[CH:2].[CH3:20][N:21]=[C:22]=[S:23]>>[CH3:20][NH:21][C:22](=[S:23])[C:2]#[C:1][C:3]1[CH:4]=[CH:5][C:6]([C:9]23[O:10][CH2:11][C:12]([CH2:17][CH2:18][CH3:19])([CH2:13][O:14]2)[CH2:15][O:16]3)=[CH:7][CH:8]=1. Reported procedure: N-Methyl-3-[4-(4-n-propyl-2,6,7-trioxabicyclo[2,2,2]oct-1-yl)phenyl]-prop-2-yn-thioamide was prepared from 1-(4-ethynylphenyl)-4-n-propyl-2-yn-thioamide was prepared from 1-(4-ethynylphenyl)-4-n-propyl-2,6,7-trioxabicyclo[2,2,2]octane and methylisothiocyanate in a manner analogous to the synthesis of N-Methyl-3-[4-(4-n-propyl-2,6,7-trioxabicyclo[2,2,]oct-1-yl)phenyl]-prop-2-ynamide. The reactants are ClC1=CC=C(CC2=C(NC3=CC(=CC=C23)OCC2=NC3=CC=CC=C3C=C2)CC(C(=O)OC)(C)C)C=C1 (Methyl 3-[3-(4-chlorobenzyl)-6-(quinolin-2-ylmethoxy)indol-2-yl]-2,2-dimethylpropanoate), COC(C(CC=1N(C2=CC=C(C=C2C1SC(C)(C)C)OC)CC1=CC=C(C=C1)Cl)(C)C)=O (3-[N-p-Chlorobenzyl-3-(t-butylthio)-5-methoxyindol-2-yl]-2,2-dimethylpropanoic acid methyl ester). Yields the product ClC1=CC=C(CC2=C(NC3=CC(=CC=C23)OCC2=NC3=CC=CC=C3C=C2)CC(C(=O)O)(C)C)C=C1 (3-[3-(4-Chlorobenzyl)-6-(quinolin-2-ylmethoxy)indol-2-yl]-2,2-dimethylpropanoic acid). As a reaction SMILES: [Cl:1][C:2]1[CH:37]=[CH:36][C:5]([CH2:6][C:7]2[C:15]3[C:10](=[CH:11][C:12]([O:16][CH2:17][C:18]4[CH:27]=[CH:26][C:25]5[C:20](=[CH:21][CH:22]=[CH:23][CH:24]=5)[N:19]=4)=[CH:13][CH:14]=3)[NH:9][C:8]=2[CH2:28][C:29]([CH3:35])([CH3:34])[C:30]([O:32]C)=[O:31])=[CH:4][CH:3]=1.COC(=O)C(C)(C)CC1N(CC2C=CC(Cl)=CC=2)C2C(C=1SC(C)(C)C)=CC(OC)=CC=2>>[Cl:1][C:2]1[CH:3]=[CH:4][C:5]([CH2:6][C:7]2[C:15]3[C:10](=[CH:11][C:12]([O:16][CH2:17][C:18]4[CH:27]=[CH:26][C:25]5[C:20](=[CH:21][CH:22]=[CH:23][CH:24]=5)[N:19]=4)=[CH:13][CH:14]=3)[NH:9][C:8]=2[CH2:28][C:29]([CH3:34])([CH3:35])[C:30]([OH:32])=[O:31])=[CH:36][CH:37]=1. Procedure: The title compound was prepared using the conditions described in Step B of Example 1, but substituting the ester from Step D for the ester of Example 1, Step A.